From a dataset of the Open Reaction Database (ORD), a public repository of structured organic reaction records. describe an organic reaction: reactants, conditions, products, and yield Starting materials: COC(=O)Cc1cccn1C, CN=C(Cl)c1ccc(C)cc1, CC(=O)[O-], O=S(=O)(O)Cl, [Na+], O. Product: COC(=O)Cc1ccc(C(=O)c2ccc(C)cc2)n1C. RXN SMILES: [CH3:17][n:18]1[c:19]([CH2:23][C:24](=[O:25])[O:26][CH3:27])[cH:20][cH:21][cH:22]1.[CH3:1][N:2]=[C:3]([c:4]1[cH:5][cH:6][c:7]([CH3:10])[cH:8][cH:9]1)[Cl:11].[CH3:29][C:30]([O-:31])=[O:32].[Cl:12][S:13]([OH:14])(=[O:15])=[O:16].[Na+:28].[OH2:33]>>[C:3]([c:4]1[cH:5][cH:6][c:7]([CH3:10])[cH:8][cH:9]1)([c:22]1[n:18]([CH3:17])[c:19]([CH2:23][C:24](=[O:25])[O:26][CH3:27])[cH:20][cH:21]1)=[O:31]. Reactants: C(C)(=O)O[C@]1(C(C)=O)CC[C@H]2[C@@H]3[C@@H]([C@H](C4=CC([C@H]5[C@@H]([C@]4(C)[C@H]3CC[C@]12C)C5)=O)Cl)O (17α-acetoxy-6β-chloro-7α-hydroxy-1α,2α-methylene-4-pregnene-3,20-dione), C1(=CC=C(C=C1)S(=O)(=O)O)C (p-toluenesulfonic acid), C(OC)(OC)OC (trimethyl orthoformate), O (water). Solvent: ClCCl (dichloromethane). Reaction conditions: time 4 hour. The product is C(C)(=O)O[C@]1(C(C)=O)CC[C@H]2[C@@H]3C=C(C4=CC([C@H]5[C@@H]([C@]4(C)[C@H]3CC[C@]12C)C5)=O)Cl (17α-acetoxy-6-chloro-1α,2α-methylene-4,6-pregnadiene-3,20-dione). The yield is 100.1%. RXN SMILES: [C:1]([O:4][C@:5]1([C@:25]2([CH3:26])[C@H:11]([C@H:12]3[C@H:22]([CH2:23][CH2:24]2)[C@:20]2([CH3:21])[C:15](=[CH:16][C:17](=[O:28])[C@@H:18]4[CH2:27][C@@H:19]42)[C@H:14]([Cl:29])[C@H:13]3O)[CH2:10][CH2:9]1)[C:6](=[O:8])[CH3:7])(=[O:3])[CH3:2].C1(C)C=CC(S(O)(=O)=O)=CC=1.C(OC)(OC)OC.O>ClCCl>[C:1]([O:4][C@:5]1([C@:25]2([CH3:26])[C@H:11]([C@H:12]3[C@H:22]([CH2:23][CH2:24]2)[C@:20]2([CH3:21])[C:15](=[CH:16][C:17](=[O:28])[C@@H:18]4[CH2:27][C@@H:19]42)[C:14]([Cl:29])=[CH:13]3)[CH2:10][CH2:9]1)[C:6](=[O:8])[CH3:7])(=[O:3])[CH3:2]. Procedure details: 5.0 g of 17α-acetoxy-6β-chloro-7α-hydroxy-1α,2α-methylene-4-pregnene-3,20-dione is mixed in 25 ml of dichloromethane with 0.1 g of p-toluenesulfonic acid and 3.0 ml of trimethyl orthoformate. The mixture is allowed to stand for 4 hours at 0° C., mixed with 20 ml of water and stirred for 15 minutes. Then the organic phase is separated, dried with sodium sulfate and concentrated in vacuo. Thus, 4.8 g of 17α-acetoxy-6-chloro-1α,2α-methylene-4,6-pregnadiene-3,20-dione with a melting point of 202° to... Starting materials: [OH-].[Na+] (sodium hydroxide), O=C1C=C(CC(C)(C)C1)C (Isophorone), OO (hydrogen peroxide), C(C)(C)O (isopropanol), [OH-].[Na+] (Sodium hydroxide). Reaction conditions: temperature 15 celsius, time 16 hour. Product: CC(CC(=O)O)(CC(C)=O)C (3,3-dimethyl-5-ketohexanoic acid). As a reaction SMILES: [O:1]=[C:2]1[CH2:9][C:6]([CH3:8])(C)[CH2:5]C(C)=C1.[OH:11]O.[OH-].[Na+].[CH:15]([OH:18])([CH3:17])[CH3:16]>>[CH3:5][C:6]([CH3:8])([CH2:16][C:15](=[O:18])[CH3:17])[CH2:9][C:2]([OH:1])=[O:11] |f:2.3|. Reported procedure: Isophorone (138 g) and 30% hydrogen peroxide (730 g) are dissolved in isopropanol (500 ml), and the solution is cooled to 15° C. 3N Sodium hydroxide solution (800 ml) is added slowly over a three-hour period to maintain the temperature of the reaction below 20° C. by adjusting the addition rate of sodium hydroxide solution and cooling with an ice-water bath. The reaction is allowed to warm to ambient temperature while stirring for 16 hours. The reaction mixture is extracted once with isopropyl e... Reactants: COC(C=C(C)NC1CCCCC1)=O (3-cyclohexylaminobut-2-enoic acid methyl ester), ClC1=C(C(=CC(=C1)Cl)Cl)OC(C(C(=O)OC1=C(C=C(C=C1Cl)Cl)Cl)C)=O (2-methylmalonic acid bis-(2,4,6-trichloro-phenyl)ester). Solvent: BrC1=CC=CC=C1 (bromobenzene). Reaction conditions: temperature 170 celsius. Yields the product C1(CCCCC1)N1C(=C(C(=C(C1=O)C)O)C(=O)OC)C (methyl 1-cyclohexyl-4-hydroxy-2,5-dimethyl-6-oxo-1,6-dihydropyridine-3-carboxylate). Yield: 21.3%. Reaction SMILES: [CH3:1][O:2][C:3](=[O:14])[CH:4]=[C:5]([NH:7][CH:8]1[CH2:13][CH2:12][CH2:11][CH2:10][CH2:9]1)[CH3:6].ClC1C=C(Cl)C=C(Cl)C=1[O:24][C:25](=O)[CH:26]([CH3:39])[C:27](OC1C(Cl)=CC(Cl)=CC=1Cl)=[O:28]>BrC1C=CC=CC=1>[CH:8]1([N:7]2[C:25](=[O:24])[C:26]([CH3:39])=[C:27]([OH:28])[C:4]([C:3]([O:2][CH3:1])=[O:14])=[C:5]2[CH3:6])[CH2:9][CH2:10][CH2:11][CH2:12][CH2:13]1. Reported procedure: To a solution of 3-cyclohexylaminobut-2-enoic acid methyl ester (1.12 g, 5.72 mmol) in bromobenzene (20 mL) was added 2-methylmalonic acid bis-(2,4,6-trichloro-phenyl)ester (2.71 g, 5.72 mmol)and the reaction mixture was heated at 170° C. for 3 h. The reaction mixture was cooled to room temperature, and concentrated under reduced pressure. Purification by flash column chromatography (silica, eluent methylene chloride to 94:6 methylene chloride/MeOH) and recrystallization from hot MeOH provided m... Reaction conditions: temperature 110 celsius, time 18 hour. RXN SMILES: [OH:1][C:2]1[C:11]2[N:10]=[CH:9][CH:8]=[CH:7][C:6]=2[C:5]([C:12]([O:14][CH3:15])=[O:13])=[N:4][C:3]=1[C:16]([O:18]C)=O.[F:20][C:21]1[CH:26]=[CH:25][C:24]([CH2:27][NH2:28])=[C:23]([S:29][CH3:30])[CH:22]=1.CN(C=O)C>C1(C)C=CC=CC=1>[F:20][C:21]1[CH:26]=[CH:25][C:24]([CH2:27][NH:28][C:16]([C:3]2[N:4]=[C:5]([C:12]([O:14][CH3:15])=[O:13])[C:6]3[CH:7]=[CH:8][CH:9]=[N:10][C:11]=3[C:2]=2[OH:1])=[O:18])=[C:23]([S:29][CH3:30])[CH:22]=1. The solvent is C1(=CC=CC=C1)C (toluene). The reactants are CN(C)C=O (DMF), OC1=C(N=C(C=2C=CC=NC12)C(=O)OC)C(=O)OC (dimethyl 8-hydroxy-1,6-naphthyridine-5,7-dicarboxylate), FC1=CC(=C(C=C1)CN)SC (1-[4-fluoro-2-(methylthio)phenyl]methanamine), N,N,N-diisopropylethylamine. Yields the product FC1=CC(=C(CNC(=O)C=2N=C(C=3C=CC=NC3C2O)C(=O)OC)C=C1)SC (methyl 7-({[4-fluoro-2-(methylthio)benzyl]amino}-carbonyl)-8-hydroxy-1,6-naphthyridine-5-carboxylate). Reported procedure: A slurry of dimethyl 8-hydroxy-1,6-naphthyridine-5,7-dicarboxylate (0.25 g, 0.953 mmol), 1-[4-fluoro-2-(methylthio)phenyl]methanamine (0.326 g, 1.91 mmol) and N,N,N-diisopropylethylamine (170 uL, 0.953 mmol) in toluene (4.0 mL) were heated in a pressure tube at 110 degrees C. for 18 hrs. The reaction was incomplete by LCMS analysis and solids remained undissolved. DMF (1 mL) was added to solubilize the reagents and the reaction was again heated in a pressure tube at 110 degrees C. for 18 hrs. Up... Starting materials: C(C)(C)(C)OC(NC=1N(C(C([C@@](N1)(C)C1=C(C=CC(=C1)Br)F)(C)C)=O)C)=O ([(S)-4-(5-bromo-2-fluoro-phenyl)-1,4,5,5-tetramethyl-6-oxo-1,4,5,6-tetrahydro-pyrimidin-2-yl]-carbamic acid tert-butyl ester), C(C)(C)(C)OC(NC=1N(C(C([C@@](N1)(C)C1=C(C=CC(=C1)Br)F)(C)C)=O)C)=O ([(S)-4-(5-bromo-2-fluoro-phenyl)-1,4,5,5-tetramethyl-6-oxo-1,4,5,6-tetrahydro-pyrimidin-2-yl]-carbamic acid tert-butyl ester), COC=1C=C(C=CC1)N (3-methoxyphenylamine). The product is NC1=N[C@](C(C(N1C)=O)(C)C)(C)C1=C(C=CC(=C1)NC1=CC(=CC=C1)OC)F ((S)-2-Amino-6-(2-fluoro-5-(3-methoxyphenylamino)phenyl)-3,5,5,6-tetramethyl-5,6-dihydropyrimidin-4(3H)-one). RXN SMILES: C(OC(=O)[NH:7][C:8]1[N:9]([CH3:26])[C:10](=[O:25])[C:11]([CH3:24])([CH3:23])[C@:12]([C:15]2[CH:20]=[C:19](Br)[CH:18]=[CH:17][C:16]=2[F:22])([CH3:14])[N:13]=1)(C)(C)C.[CH3:28][O:29][C:30]1[CH:31]=[C:32]([NH2:36])[CH:33]=[CH:34][CH:35]=1>>[NH2:7][C:8]1[N:9]([CH3:26])[C:10](=[O:25])[C:11]([CH3:24])([CH3:23])[C@:12]([C:15]2[CH:20]=[C:19]([NH:36][C:32]3[CH:33]=[CH:34][CH:35]=[C:30]([O:29][CH3:28])[CH:31]=3)[CH:18]=[CH:17][C:16]=2[F:22])([CH3:14])[N:13]=1. Procedure details: The coupling of [(S)-4-(5-bromo-2-fluoro-phenyl)-1,4,5,5-tetramethyl-6-oxo-1,4,5,6-tetrahydro-pyrimidin-2-yl]-carbamic acid tert-butyl ester (intermediate E8) and 3-methoxyphenylamine according to procedure A followed by deprotection yielded the title compound as an off white solid. MS (ESI): m/z=385.3 [M+H]+.